From a dataset of the Open Reaction Database (ORD), a public repository of structured organic reaction records. describe an organic reaction: reactants, conditions, products, and yield Starting materials: C(C)(C)(C)OC(C(C)(C)SC=1SC=C(N1)CCN(C1=CC=C(C=C1)[N+](=O)[O-])CCCCCCC)=O (2-[(4-{2-[heptyl(4-nitrophenyl)amino]ethyl}-1,3-thiazol-2-yl)thio]-2-methylpropionic acid tert-butyl ester), FC(C(=O)O)(F)F (trifluoroacetic acid). Run in ClCCl (dichloromethane). Run at time 12 hour. Yields the product C(CCCCCC)N(CCC=1N=C(SC1)SC(C(=O)O)(C)C)C1=CC=C(C=C1)[N+](=O)[O-] (2-[(4-{2-[heptyl(4-nitrophenyl)amino]ethyl}-1,3-thiazol-2-yl)thio]-2-methylpropionic acid). Isolated yield 60.5%. RXN SMILES: C([O:5][C:6](=[O:35])[C:7]([S:10][C:11]1[S:12][CH:13]=[C:14]([CH2:16][CH2:17][N:18]([CH2:28][CH2:29][CH2:30][CH2:31][CH2:32][CH2:33][CH3:34])[C:19]2[CH:24]=[CH:23][C:22]([N+:25]([O-:27])=[O:26])=[CH:21][CH:20]=2)[N:15]=1)([CH3:9])[CH3:8])(C)(C)C.FC(F)(F)C(O)=O>ClCCl>[CH2:28]([N:18]([C:19]1[CH:20]=[CH:21][C:22]([N+:25]([O-:27])=[O:26])=[CH:23][CH:24]=1)[CH2:17][CH2:16][C:14]1[N:15]=[C:11]([S:10][C:7]([CH3:9])([CH3:8])[C:6]([OH:35])=[O:5])[S:12][CH:13]=1)[CH2:29][CH2:30][CH2:31][CH2:32][CH2:33][CH3:34]. Procedure: 2-[(4-{2-[Heptyl(4-nitrophenyl)amino]ethyl}-1,3-thiazol-2-yl)thio]-2-methylpropionic acid tert-butyl ester (200 mg) obtained in Example 303-3 was dissolved in dichloromethane (5 mL), trifluoroacetic acid (5 mL) was added, and the mixture was stirred at room temperature for 12 hr. The reaction mixture was concentrated under reduced pressure, and hexane was added to the residue to give the title compound (108 mg) as a pale-yellow solid. Reactants: CN1CCCC1=O, O=[N+]([O-])c1cccnc1Cl, Nc1ccc(N2CCn3c2nc2ccccc23)cc1, O. The product is O=[N+]([O-])c1cccnc1Nc1ccc(N2CCn3c2nc2ccccc23)cc1. Reaction SMILES: [CH3:30][N:31]1[CH2:32][CH2:33][CH2:34][C:35]1=[O:36].[Cl:20][c:21]1[n:22][cH:23][cH:24][cH:25][c:26]1[N+:27](=[O:28])[O-:29].[N:1]1([c:13]2[cH:14][cH:15][c:16]([NH2:17])[cH:18][cH:19]2)[CH2:2][CH2:3][n:4]2[c:5]1[n:6][c:7]1[c:8]2[cH:9][cH:10][cH:11][cH:12]1.[OH2:37]>>[N:1]1([c:13]2[cH:14][cH:15][c:16]([NH:17][c:21]3[n:22][cH:23][cH:24][cH:25][c:26]3[N+:27](=[O:28])[O-:29])[cH:18][cH:19]2)[CH2:2][CH2:3][n:4]2[c:5]1[n:6][c:7]1[c:8]2[cH:9][cH:10][cH:11][cH:12]1. Starting materials: NP(=O)(NC(C=CC1=CC=CC=C1)=O)N (N-(Diaminophosphinyl)cinnamamide), Pd--C. Run in CO (methanol). Run at time 30 minute. Product: NP(=O)(NC(CCC1=CC=CC=C1)=O)N (N-(Diaminophosphinyl)-3-phenylpropionamide). As a reaction SMILES: [NH2:1][P:2]([NH2:15])([NH:4][C:5](=[O:14])[CH:6]=[CH:7][C:8]1[CH:13]=[CH:12][CH:11]=[CH:10][CH:9]=1)=[O:3]>CO>[NH2:1][P:2]([NH2:15])([NH:4][C:5](=[O:14])[CH2:6][CH2:7][C:8]1[CH:9]=[CH:10][CH:11]=[CH:12][CH:13]=1)=[O:3]. Procedure details: N-(Diaminophosphinyl)cinnamamide (1 g) was dissolved in methanol (200 ml), and 10% Pd--C (wet) (0.4 g) was added. The mixture was hydrogenated at room temperature under atmospheric pressure for 30 minutes, and the catalyst was removed by filtration and the filtrate was concentrated under reduced pressure. The precipitated crystals were collected by filtration, washed with diethyl ether and recrystallized from methanol to give the desired compound. Starting materials: C(C=C)OCCOCCOC1=CC=C(CO)C=C1 (4-[2-(2-Allyloxyethoxy)ethoxy]benzyl alcohol), O=S(Cl)Cl (SOCl2). The solvent is C(Cl)Cl (methylene chloride). Reaction conditions: temperature 40 celsius, time 1 hour. Yields the product C(C=C)OCCOCCOC1=CC=C(CCl)C=C1 (4-[2-(2-allyloxyethoxy)ethoxy]benzyl chloride). Yield: 80.3%. RXN SMILES: [CH2:1]([O:4][CH2:5][CH2:6][O:7][CH2:8][CH2:9][O:10][C:11]1[CH:18]=[CH:17][C:14]([CH2:15]O)=[CH:13][CH:12]=1)[CH:2]=[CH2:3].O=S(Cl)[Cl:21]>C(Cl)Cl>[CH2:1]([O:4][CH2:5][CH2:6][O:7][CH2:8][CH2:9][O:10][C:11]1[CH:18]=[CH:17][C:14]([CH2:15][Cl:21])=[CH:13][CH:12]=1)[CH:2]=[CH2:3]. Procedure details: All four compounds were prepared by the same method. An example is presented below. 4-[2-(2-Allyloxyethoxy)ethoxy]benzyl alcohol (7.57 g, 0.03 mol) was dissolved in methylene chloride (100 mL), and SOCl2 (4.28 g, 0.036 mol) was added dropwise. After the addition was completed the reaction mixture was stirred at 40° C. for 1 hr. washed with water, 2% NaHCO3 aqueous solution, and water and dried over anhydrous MgSO4. The solvent was evaporated and the residual oil was purified by column chromatogr...